Dataset: the Open Reaction Database (ORD), a public repository of structured organic reaction records. Task: describe an organic reaction: reactants, conditions, products, and yield Reactants: ClC(Cl)Cl, COC(=O)c1sc(C(F)(F)F)cc1S(=O)(=O)Cl, COC(=O)CN. The product is COC(=O)CNS(=O)(=O)c1cc(C(F)(F)F)sc1C(=O)OC. RXN SMILES: [CH:24]([Cl:25])([Cl:26])[Cl:27].[Cl:1][S:2](=[O:3])(=[O:4])[c:5]1[c:6]([C:14](=[O:15])[O:16][CH3:17])[s:7][c:8]([C:10]([F:11])([F:12])[F:13])[cH:9]1.[NH2:18][CH2:19][C:20](=[O:21])[O:22][CH3:23]>>[S:2](=[O:3])(=[O:4])([c:5]1[c:6]([C:14](=[O:15])[O:16][CH3:17])[s:7][c:8]([C:10]([F:11])([F:12])[F:13])[cH:9]1)[NH:18][CH2:19][C:20](=[O:21])[O:22][CH3:23]. The reactants are NC1=NC=NC(=C1C=1C=C(C(=NC1)NCC)NS(=O)(=O)C1=CC=C(C=C1)OC)N[C@@H](C)C1=NN2C(C(N1C1=CC=CC=C1)=O)=C(C=C2)C ((S)—N-(5-(4-Amino-6-((1-(5-methyl-4-oxo-3-phenyl-3,4-dihydropyrrolo[2,1-f][1,2,4]triazin-2-yl)ethyl)amino)pyrimidin-5-yl)-2-(ethylamino)pyridin-3-yl)-4-methoxybenzenesulfonamide), B(Br)(Br)Br (boron tribromide). Solvent: ClCCl (dichloromethane). Product: NC1=NC=NC(=C1C=1C=C(C(=NC1)NCC)NS(=O)(=O)C1=CC=C(C=C1)O)N[C@@H](C)C1=NN2C(C(N1C1=CC=CC=C1)=O)=C(C=C2)C ((S)—N-(5-(4-Amino-6-((1-(5-methyl-4-oxo-3-phenyl-3,4-dihydropyrrolo[2,1-f][1,2,4]triazin-2-yl)ethyl)amino)pyrimidin-5-yl)-2-(ethylamino)pyridin-3-yl)-4-hydroxybenzenesulfonamide). Yield: 32.0%. As a reaction SMILES: [NH2:1][C:2]1[C:7]([C:8]2[CH:9]=[C:10]([NH:17][S:18]([C:21]3[CH:26]=[CH:25][C:24]([O:27]C)=[CH:23][CH:22]=3)(=[O:20])=[O:19])[C:11]([NH:14][CH2:15][CH3:16])=[N:12][CH:13]=2)=[C:6]([NH:29][C@H:30]([C:32]2[N:37]([C:38]3[CH:43]=[CH:42][CH:41]=[CH:40][CH:39]=3)[C:36](=[O:44])[C:35]3=[C:45]([CH3:48])[CH:46]=[CH:47][N:34]3[N:33]=2)[CH3:31])[N:5]=[CH:4][N:3]=1.B(Br)(Br)Br>ClCCl>[NH2:1][C:2]1[C:7]([C:8]2[CH:9]=[C:10]([NH:17][S:18]([C:21]3[CH:26]=[CH:25][C:24]([OH:27])=[CH:23][CH:22]=3)(=[O:20])=[O:19])[C:11]([NH:14][CH2:15][CH3:16])=[N:12][CH:13]=2)=[C:6]([NH:29][C@H:30]([C:32]2[N:37]([C:38]3[CH:43]=[CH:42][CH:41]=[CH:40][CH:39]=3)[C:36](=[O:44])[C:35]3=[C:45]([CH3:48])[CH:46]=[CH:47][N:34]3[N:33]=2)[CH3:31])[N:5]=[CH:4][N:3]=1. Procedure: (S)—N-(5-(4-Amino-6-((1-(5-methyl-4-oxo-3-phenyl-3,4-dihydropyrrolo[2,1-f][1,2,4]triazin-2-yl)ethyl)amino)pyrimidin-5-yl)-2-(ethylamino)pyridin-3-yl)-4-methoxybenzenesulfonamide (18 mg, 0.03 mmol) was treated with boron tribromide (1M in dichloromethane, 0.1 ml, 0.10 mmol) with dichloromethane (1 ml) as a solvent according to the method described in Example 23. The residue was purified by reverse phase using SP1® Purification System to give 6 mg (32% yield) as a solid. Purity 93%. Starting materials: C=CCC(CC=C)(C(=O)OCC)C(=O)OCC, CS(C)=O, N#C[Na], O. Product: C=CCC(CC=C)C(=O)OCC. RXN SMILES: [CH2:1]([CH:2]=[CH2:3])[C:4]([C:5](=[O:6])[O:7][CH2:8][CH3:9])([C:10]([O:11][CH2:12][CH3:13])=[O:14])[CH2:15][CH:16]=[CH2:17].[CH3:21][S:22]([CH3:23])=[O:24].[Na:18][C:19]#[N:20].[OH2:25]>>[CH2:1]([CH:2]=[CH2:3])[CH:4]([C:5](=[O:6])[O:7][CH2:8][CH3:9])[CH2:15][CH:16]=[CH2:17]. Reactants: [BH3-]C#N, CC(=O)[O-], CO, CC(=O)c1ccc(OCc2ccc(OC(F)(F)F)cc2)cc1, [NH4+], [Na+]. Product: CC(N)c1ccc(OCc2ccc(OC(F)(F)F)cc2)cc1. Reaction SMILES: [C:28](#[N:29])[BH3-:30].[CH3:24][C:25](=[O:26])[O-:27].[CH3:32][OH:33].[F:1][C:2]([O:3][c:4]1[cH:5][cH:6][c:7]([CH2:8][O:9][c:10]2[cH:11][cH:12][c:13]([C:16]([CH3:17])=[O:18])[cH:14][cH:15]2)[cH:19][cH:20]1)([F:21])[F:22].[NH4+:23].[Na+:31]>>[F:1][C:2]([O:3][c:4]1[cH:5][cH:6][c:7]([CH2:8][O:9][c:10]2[cH:11][cH:12][c:13]([CH:16]([CH3:17])[NH2:29])[cH:14][cH:15]2)[cH:19][cH:20]1)([F:21])[F:22]. The reactants are C1(CC1)C1=CC=C(C=C1)/C(=C/COC1=CC(=C(OCC(=O)O)C=C1)C)/C1=CC=C(C=C1)C#CCN1CCOCC1 ((Z)-[4-[3-(4-Cyclopropylphenyl)-3-[4-[3-(morpholin-4-yl)propynyl]phenyl]allyloxy]-2-methylphenoxy]acetic Acid), CN(C)CC#C (1-(N,N-dimethylamino)prop-2-yne), C(C)(C)NC(C)C (diisopropyl amine). The reagents and catalysts are Cl[Pd]([P](C1=CC=CC=C1)(C2=CC=CC=C2)C3=CC=CC=C3)([P](C4=CC=CC=C4)(C5=CC=CC=C5)C6=CC=CC=C6)Cl (bis(triphenylphosphine)palladium(II) dichloride), [Cu]I (copper(I) iodide). Run in O1CCCC1 (tetrahydrofuran). Run at time 6 hour. Yields the product C1(CC1)C1=CC=C(C=C1)/C(=C/COC1=CC(=C(OCC(=O)OC)C=C1)C)/C1=CC=C(C=C1)C#CCN(C)C (methyl (Z)-[4-[3-(4-cyclopropylphenyl)-3-[4-[3-(N,N-dimethylamino)propynyl]phenyl]allyloxy]-2-methylphenoxy]acetate). RXN SMILES: [CH:1]1([C:4]2[CH:9]=[CH:8][C:7](/[C:10](/[C:26]3[CH:31]=[CH:30][C:29]([C:32]#[C:33][CH2:34][N:35]4[CH2:40]COC[CH2:36]4)=[CH:28][CH:27]=3)=[CH:11]/[CH2:12][O:13][C:14]3[CH:24]=[CH:23][C:17]([O:18][CH2:19][C:20]([OH:22])=[O:21])=[C:16]([CH3:25])[CH:15]=3)=[CH:6][CH:5]=2)[CH2:3][CH2:2]1.[CH3:41]N(CC#C)C.C(NC(C)C)(C)C>O1CCCC1.Cl[Pd](Cl)([P](C1C=CC=CC=1)(C1C=CC=CC=1)C1C=CC=CC=1)[P](C1C=CC=CC=1)(C1C=CC=CC=1)C1C=CC=CC=1.[Cu]I>[CH:1]1([C:4]2[CH:9]=[CH:8][C:7](/[C:10](/[C:26]3[CH:31]=[CH:30][C:29]([C:32]#[C:33][CH2:34][N:35]([CH3:36])[CH3:40])=[CH:28][CH:27]=3)=[CH:11]/[CH2:12][O:13][C:14]3[CH:24]=[CH:23][C:17]([O:18][CH2:19][C:20]([O:22][CH3:41])=[O:21])=[C:16]([CH3:25])[CH:15]=3)=[CH:6][CH:5]=2)[CH2:2][CH2:3]1 |^1:61,80|. Procedure details: To a degassed solution of the ester (486 mg, 0.877 mmol; prepared as described in example 38), 1-(N,N-dimethylamino)prop-2-yne (150 mg, 1.80 mmol) and diisopropyl amine (0.589 mL, 4.24 mmol) in anhydrous tetrahydrofuran (12 mL), bis(triphenylphosphine)palladium(II) dichloride (47 mg, 0.067 mmol) and copper(I) iodide (14.0 mg, 0.074 mmol) were added. The reaction mixture was stirred at ambient temperature for 6 h under nitrogen. The solvents were evaporated in vacuo and the residue was purified b... Reported procedure: A mixture of 15g. of 2-(2-isopropyl-1 -oxoindan-6-yl)propionic acid, 40g. of zinc amalgam, 50 ml. of conc. hydrochloride acid, 200 ml. of dioxane and 30 ml. of water was heated under reflux for 15 hours. After completion of the reaction, the reaction mixture was extracted with ether and the ether extract was washed with water and dried over anhydrous sodium sulfate. The solvent was distilled off from the extract and the residue was recrystallized from n-hexane to give 9.5g. of the desired produc... Solvent: O (water). RXN SMILES: [CH:1]([CH:4]1[CH2:12][C:11]2[C:6](=[CH:7][C:8]([CH:13]([CH3:17])[C:14]([OH:16])=[O:15])=[CH:9][CH:10]=2)[C:5]1=O)([CH3:3])[CH3:2].Cl.O1CCOCC1>O>[CH:1]([CH:4]1[CH2:5][C:6]2[C:11](=[CH:10][CH:9]=[C:8]([CH:13]([CH3:17])[C:14]([OH:16])=[O:15])[CH:7]=2)[CH2:12]1)([CH3:3])[CH3:2]. Reactants: Cl (hydrochloride), 15g, zinc amalgam, C(C)(C)C1C(C2=CC(=CC=C2C1)C(C(=O)O)C)=O (2-(2-isopropyl-1 -oxoindan-6-yl)propionic acid), 40g, O1CCOCC1 (dioxane). Yields the product C(C)(C)C1CC2=CC=C(C=C2C1)C(C(=O)O)C (2-(2-Isopropylindan-5-yl)propionic acid).